This data is from the Open Reaction Database (ORD), a public repository of structured organic reaction records. The task is: describe an organic reaction: reactants, conditions, products, and yield Starting materials: CC(C)=O, N, O, O=[N+]([O-])O, O=S(=O)(O)O, O=C1COCCN1c1ccccc1. Yields the product O=C1COCCN1c1ccc([N+](=O)[O-])cc1. As a reaction SMILES: [CH3:24][C:25](=[O:26])[CH3:27].[NH3:23].[OH2:28].[OH:19][N+:20]([O-:21])=[O:22].[S:14](=[O:15])(=[O:16])([OH:17])[OH:18].[c:1]1([N:7]2[C:8](=[O:13])[CH2:9][O:10][CH2:11][CH2:12]2)[cH:2][cH:3][cH:4][cH:5][cH:6]1>>[c:1]1([N:7]2[C:8](=[O:13])[CH2:9][O:10][CH2:11][CH2:12]2)[cH:2][cH:3][c:4]([N+:20](=[O:19])[O-:21])[cH:5][cH:6]1.